Dataset: the Open Reaction Database (ORD), a public repository of structured organic reaction records. Task: describe an organic reaction: reactants, conditions, products, and yield Starting materials: ClC(=O)OC(C)C (isopropyl chloroformate), Cl.NC1=NC(=CC(=N1)C1=CC=C2CCN(CC2=C1)C(=O)OC1CCNCC1)N1CCN(CC1)C (piperidin-4-yl 7-[2-amino-6-(4-methylpiperazin-1-yl)pyrimidin-4-yl]-3,4-dihydroisoquinoline-2(1H)-carboxylate HCl salt). The product is NC1=NC(=CC(=N1)C1=CC=C2CCN(CC2=C1)C(=O)OC1CCN(CC1)C(=O)OC(C)C)N1CCN(CC1)C (1-(Isopropoxycarbonyl)piperidin-4-yl 7-[2-amino-6-(4-methylpiperazin-1-yl)pyrimidin-4-yl]-3,4-dihydroisoquinoline-2(1H)-carboxylate). RXN SMILES: Cl[C:2]([O:4][CH:5]([CH3:7])[CH3:6])=[O:3].Cl.[NH2:9][C:10]1[N:15]=[C:14]([C:16]2[CH:25]=[C:24]3[C:19]([CH2:20][CH2:21][N:22]([C:26]([O:28][CH:29]4[CH2:34][CH2:33][NH:32][CH2:31][CH2:30]4)=[O:27])[CH2:23]3)=[CH:18][CH:17]=2)[CH:13]=[C:12]([N:35]2[CH2:40][CH2:39][N:38]([CH3:41])[CH2:37][CH2:36]2)[N:11]=1>>[NH2:9][C:10]1[N:15]=[C:14]([C:16]2[CH:25]=[C:24]3[C:19]([CH2:20][CH2:21][N:22]([C:26]([O:28][CH:29]4[CH2:34][CH2:33][N:32]([C:2]([O:4][CH:5]([CH3:7])[CH3:6])=[O:3])[CH2:31][CH2:30]4)=[O:27])[CH2:23]3)=[CH:18][CH:17]=2)[CH:13]=[C:12]([N:35]2[CH2:40][CH2:39][N:38]([CH3:41])[CH2:37][CH2:36]2)[N:11]=1 |f:1.2|. Procedure: This compound was prepared by using procedures analogous to those described for the synthesis of Example 67, Step 4 starting from isopropyl chloroformate and piperidin-4-yl 7-[2-amino-6-(4-methylpiperazin-1-yl)pyrimidin-4-yl]-3,4-dihydroisoquinoline-2(1H)-carboxylate HCl salt. Analytic LCMS (M+H)+: m/z=538.3. The reactants are CCN(CC)S(F)(F)F, ClCCl, N#CCN1CCC(O)CC1. Yields the product N#CCN1CCC(F)CC1. As a reaction SMILES: [CH2:1]([N:2]([S:3]([F:4])([F:5])[F:7])[CH2:6][CH3:8])[CH3:9].[Cl:20][CH2:21][Cl:22].[OH:10][CH:11]1[CH2:12][CH2:13][N:14]([CH2:17][C:18]#[N:19])[CH2:15][CH2:16]1>>[F:7][CH:11]1[CH2:12][CH2:13][N:14]([CH2:17][C:18]#[N:19])[CH2:15][CH2:16]1. The reactants are O=C(Cl)C1CC2CCN1CC2, NC1CCN(CCc2ccccc2)C1. The product is O=C(NC1CCN(CCc2ccccc2)C1)C1CC2CCN1CC2. Reaction SMILES: [N:1]12[CH:2]([C:9](=[O:10])[Cl:11])[CH2:3][CH:4]([CH2:5][CH2:6]1)[CH2:7][CH2:8]2.[NH2:12][CH:13]1[CH2:14][N:15]([CH2:18][CH2:19][c:20]2[cH:21][cH:22][cH:23][cH:24][cH:25]2)[CH2:16][CH2:17]1>>[N:1]12[CH:2]([C:9](=[O:10])[NH:12][CH:13]3[CH2:14][N:15]([CH2:18][CH2:19][c:20]4[cH:21][cH:22][cH:23][cH:24][cH:25]4)[CH2:16][CH2:17]3)[CH2:3][CH:4]([CH2:5][CH2:6]1)[CH2:7][CH2:8]2. Starting materials: CC=1NC(=C(C(C1C(=O)OCCN(CC1=CC=CC=C1)C)C1=CC(=CC=C1)[N+](=O)[O-])C(=O)OCC)C(OCC)OCC (2-(N-methyl-N-benzylamino)-ethyl 2-methyl-4-(3-nitrophenyl)-5-ethoxycarbonyl-6-diethoxymethyl-1,4-dihydropyridine-3-carboxylate), Cl (hydrochloric acid), resultant mixture. The solvent is CC(=O)C (acetone). The product is CC=1NC(=C(C(C1C(=O)OCCN(CC1=CC=CC=C1)C)C1=CC(=CC=C1)[N+](=O)[O-])C(=O)OCC)C=O (2-(N-methyl-N-benzylamino)-ethyl 2-methyl-4-(3-nitrophenyl)-5-ethoxycarbonyl-6-formyl-1,4-dihydropyridine-3-carboxylate). Isolated yield 91.7%. Reaction SMILES: [CH3:1][C:2]1[NH:3][C:4]([CH:36](OCC)[O:37]CC)=[C:5]([C:31]([O:33][CH2:34][CH3:35])=[O:32])[CH:6]([C:22]2[CH:27]=[CH:26][CH:25]=[C:24]([N+:28]([O-:30])=[O:29])[CH:23]=2)[C:7]=1[C:8]([O:10][CH2:11][CH2:12][N:13]([CH3:21])[CH2:14][C:15]1[CH:20]=[CH:19][CH:18]=[CH:17][CH:16]=1)=[O:9].Cl>CC(C)=O>[CH3:1][C:2]1[NH:3][C:4]([CH:36]=[O:37])=[C:5]([C:31]([O:33][CH2:34][CH3:35])=[O:32])[CH:6]([C:22]2[CH:27]=[CH:26][CH:25]=[C:24]([N+:28]([O-:30])=[O:29])[CH:23]=2)[C:7]=1[C:8]([O:10][CH2:11][CH2:12][N:13]([CH3:21])[CH2:14][C:15]1[CH:20]=[CH:19][CH:18]=[CH:17][CH:16]=1)=[O:9]. Reported procedure: To a solution of 2-(N-methyl-N-benzylamino)-ethyl 2-methyl-4-(3-nitrophenyl)-5-ethoxycarbonyl-6-diethoxymethyl-1,4-dihydropyridine-3-carboxylate (7.25 g) in acetone (70 ml) was added 6N-hydrochloric acid (7 ml) and the resultant mixture was stirred at room temperature for 3 hours. The solvent was distilled off under reduced pressure. Water was added to the residue, where an oily substance appeared. The aqueous mixture was adjusted to an alkaline medium by addition of power of sodium bicarbonate,... The reactants are C(C1=CC=CC=C1)N1CC(C(C1)C1=CC=CC=C1)C=O (1-Benzyl-3-(SR)-formyl-4-(SR)-phenylpyrrolidine), Cl.C(C1=CC=CC=C1)OC(=O)N(C(C)CC)C1CCNCC1 (4-(N-(benzyloxycarbonyl)-N-secbutylamino)piperidine-hydrochloride), CCN(C(C)C)C(C)C (DIEA), C(C)(=O)O[BH-](OC(C)=O)OC(C)=O.[Na+] (sodium triacetoxyborohydride). Yields the product C(C1=CC=CC=C1)N1CC(C(C1)C1=CC=CC=C1)CN1CCC(CC1)N(C(C)CC)C(=O)OCC1=CC=CC=C1 (1-Benzyl-3(SR)-(4-(N-(benzyloxycarbonyl)-N-sec-butylamino)-piperidin-1-ylmethyl)-4-(SR)-phenylpyrrolidine). The yield is 80.7%. Reaction SMILES: [CH2:1]([N:8]1[CH2:12][CH:11]([C:13]2[CH:18]=[CH:17][CH:16]=[CH:15][CH:14]=2)[CH:10]([CH:19]=O)[CH2:9]1)[C:2]1[CH:7]=[CH:6][CH:5]=[CH:4][CH:3]=1.Cl.[CH2:22]([O:29][C:30]([N:32]([CH:37]1[CH2:42][CH2:41][NH:40][CH2:39][CH2:38]1)[CH:33]([CH2:35][CH3:36])[CH3:34])=[O:31])[C:23]1[CH:28]=[CH:27][CH:26]=[CH:25][CH:24]=1.CCN(C(C)C)C(C)C.C(O[BH-](OC(=O)C)OC(=O)C)(=O)C.[Na+]>>[CH2:1]([N:8]1[CH2:12][CH:11]([C:13]2[CH:18]=[CH:17][CH:16]=[CH:15][CH:14]=2)[CH:10]([CH2:19][N:40]2[CH2:39][CH2:38][CH:37]([N:32]([C:30]([O:29][CH2:22][C:23]3[CH:24]=[CH:25][CH:26]=[CH:27][CH:28]=3)=[O:31])[CH:33]([CH2:35][CH3:36])[CH3:34])[CH2:42][CH2:41]2)[CH2:9]1)[C:2]1[CH:3]=[CH:4][CH:5]=[CH:6][CH:7]=1 |f:1.2,4.5|. Procedure details: The title compound was prepared from 20 mg of 1-Benzyl-3-(SR)-formyl-4-(SR)-phenylpyrrolidine, 24 mg of 4-(N-(benzyloxycarbonyl)-N-secbutylamino)piperidine-hydrochloride, 0.013 mL of DIEA and 24 mg of sodium triacetoxyborohydride using a procedure analogous to that described in Example 9, Step B to provide 32 mg of the title compound. HPLC (YMC "Octyl" 4.6×250 mm column, 60:40 v/v H2O/CH3CN+0.5% TFA, 1.5 mL/min, 200 nm): Retention Time: 12.99 min. 1H NMR (300 MHz, CDCl3): δ0.70-0.82 (m, 3H), 1.1... The reactants are ClCCl, CCN(C(C)C)C(C)C, CC(O)(CO)Cn1cc([N+](=O)[O-])nc1Cl, COCCl. Yields the product COCOCC(C)(O)Cn1cc([N+](=O)[O-])nc1Cl. Reaction SMILES: [CH2:29]([Cl:30])[Cl:31].[CH:16]([N:17]([CH2:18][CH3:19])[CH:20]([CH3:21])[CH3:22])([CH3:23])[CH3:24].[Cl:1][c:2]1[n:3]([CH2:10][C:11]([CH2:12][OH:13])([CH3:14])[OH:15])[cH:4][c:5]([N+:7](=[O:8])[O-:9])[n:6]1.[Cl:25][CH2:26][O:27][CH3:28]>>[Cl:1][c:2]1[n:3]([CH2:10][C:11]([CH2:12][O:13][CH2:26][O:27][CH3:28])([CH3:14])[OH:15])[cH:4][c:5]([N+:7](=[O:8])[O-:9])[n:6]1. Starting materials: [BH4-].[Na+] (sodium borohydride), C(#N)C1(CCOCC1)NC(OC(C)(C)C)=O (tert-butyl (4-cyanotetrahydro-2H-pyran-4-yl)carbamate), [BH4-].[Na+] (sodium borohydride), C(C)(=O)OCC (ethyl acetate), [OH-].[Na+] (sodium hydroxide). The reagents and catalysts are [Co](Cl)Cl (cobalt(II) chloride), [Co](Cl)Cl (cobalt(II) chloride). Run in CO (methanol). Run at time 1 hour. The product is NCC1(CCOCC1)NC(OC(C)(C)C)=O (tert-butyl (4-(aminomethyl)tetrahydro-2H-pyran-4-yl)carbamate). The yield is 91.2%. RXN SMILES: [C:1]([C:3]1([NH:9][C:10](=[O:16])[O:11][C:12]([CH3:15])([CH3:14])[CH3:13])[CH2:8][CH2:7][O:6][CH2:5][CH2:4]1)#[N:2].[BH4-].[Na+].C(OCC)(=O)C.[OH-].[Na+]>CO.[Co](Cl)Cl>[NH2:2][CH2:1][C:3]1([NH:9][C:10](=[O:16])[O:11][C:12]([CH3:14])([CH3:13])[CH3:15])[CH2:4][CH2:5][O:6][CH2:7][CH2:8]1 |f:1.2,4.5|. Procedure: To a suspension of tert-butyl (4-cyanotetrahydro-2H-pyran-4-yl)carbamate (G14, 210 mg) and cobalt(II) chloride (241 mg) in methanol (9 mL), sodium borohydride (175 mg) was added at room temperature, and the mixture was stirred at the same temperature for 1 hour. To the reaction mixture, cobalt(II) chloride (241 mg) and sodium borohydride (175 mg) were added at room temperature, and the mixture was stirred at the same temperature for 2 hours. To the reaction mixture, ethyl acetate and 1.0 mol/L a... Reactants: CO, COC(=O)c1ccc(CS(C)(=O)=O)nc1, [Li+], C1CCOC1, [OH-], O. Yields the product CS(=O)(=O)Cc1ccc(C(=O)O)cn1. As a reaction SMILES: [CH3:19][OH:20].[CH3:1][S:2](=[O:3])(=[O:4])[CH2:5][c:6]1[n:7][cH:8][c:9]([C:10](=[O:11])[O:12][CH3:13])[cH:14][cH:15]1.[Li+:16].[O:21]1[CH2:22][CH2:23][CH2:24][CH2:25]1.[OH-:17].[OH2:18]>>[CH3:1][S:2](=[O:3])(=[O:4])[CH2:5][c:6]1[n:7][cH:8][c:9]([C:10](=[O:11])[OH:12])[cH:14][cH:15]1.